This data is from the Open Reaction Database (ORD), a public repository of structured organic reaction records. The task is: describe an organic reaction: reactants, conditions, products, and yield Reactants: C1(=CC=CC=C1)N=C=O (Phenyl isocyanate), [N+](=O)([O-])C1=CC=C(C=C1)C=1OC(C(CN1)O)C1=CC=CC=C1 ((5RS, 6SR)-2-(4-nitrophenyl)-6-phenyl-5,6-dihydro-4H-1,3-oxazin-5-ol). Run in ClCCCl (1,2-dichloroethane). Product: [N+](=O)([O-])C1=CC=C(C=C1)C=1OC(C(CN1)OC(NC1=CC=CC=C1)=O)C1=CC=CC=C1 ((5RS, 6SR)-2-(4-nitrophenyl)-6-phenyl-5-phenylcarbamoyloxy-5,6-dihydro-4H-1,3-oxazine). Yield: 24.1%. Reaction SMILES: [C:1]1([N:7]=[C:8]=[O:9])[CH:6]=[CH:5][CH:4]=[CH:3][CH:2]=1.[N+:10]([C:13]1[CH:18]=[CH:17][C:16]([C:19]2[O:20][CH:21]([C:26]3[CH:31]=[CH:30][CH:29]=[CH:28][CH:27]=3)[CH:22]([OH:25])[CH2:23][N:24]=2)=[CH:15][CH:14]=1)([O-:12])=[O:11]>ClCCCl>[N+:10]([C:13]1[CH:14]=[CH:15][C:16]([C:19]2[O:20][CH:21]([C:26]3[CH:31]=[CH:30][CH:29]=[CH:28][CH:27]=3)[CH:22]([O:25][C:8](=[O:9])[NH:7][C:1]3[CH:6]=[CH:5][CH:4]=[CH:3][CH:2]=3)[CH2:23][N:24]=2)=[CH:17][CH:18]=1)([O-:12])=[O:11]. Reported procedure: Phenyl isocyanate (1.6 g) is added at a temperature in the region of 20° C. to a solution, maintained under an argon atmosphere, o[(5RS, 6SR)-2-(4-nitrophenyl)-6-phenyl-5,6-dihydro-4H-1,3-oxazin-5-ol (4.1 g) in 1,2-dichloroethane (45 cc). The solution obtained is heated to reflux for 4 hours and then concentrated to dryness under reduced pressure (2.7 kPa). The residue is purified by chromatography on silica (0.063-0.2 mm; 100 g) contained in a column 2.5 cm in diameter [eluent: dichloromethane/... The reactants are FCC1(OC2=C(C(=C1)C1=NC=CC=C1)C=C(C=C2)I)CF (2,2-bisfluoromethyl-6-iodo-4-(2-pyridyl)-2H-1-benzopyran), FC(C(C(=O)[O-])(F)F)(F)F.[K+] (potassium pentafluoropropionate), CN(C=O)C (N,N-dimethylformamide). The reagents and catalysts are [Cu]I (copper (I) iodide). Solvent: C1(=CC=CC=C1)C (toluene), C1(=CC=CC=C1)C (toluene). Reaction conditions: temperature 160 celsius. The product is FC(C(F)(F)F)(C=1C=CC2=C(C(=CC(O2)(CF)CF)C2=NC=CC=C2)C1)F (6-pentafluoroethyl-2,2-bisfluoromethyl-4-(2-pyridyl)-2H-1-benzopyran). Yield: 79.0%. As a reaction SMILES: [F:1][CH2:2][C:3]1([CH2:20][F:21])[CH:8]=[C:7]([C:9]2[CH:14]=[CH:13][CH:12]=[CH:11][N:10]=2)[C:6]2[CH:15]=[C:16](I)[CH:17]=[CH:18][C:5]=2[O:4]1.[F:22][C:23]([F:31])([F:30])[C:24]([F:29])([F:28])C([O-])=O.[K+].CN(C)C=O>[Cu]I.C1(C)C=CC=CC=1>[F:28][C:24]([F:29])([C:16]1[CH:17]=[CH:18][C:5]2[O:4][C:3]([CH2:20][F:21])([CH2:2][F:1])[CH:8]=[C:7]([C:9]3[CH:14]=[CH:13][CH:12]=[CH:11][N:10]=3)[C:6]=2[CH:15]=1)[C:23]([F:31])([F:30])[F:22] |f:1.2|. Procedure: A mixture of 1.11 g of 2,2-bisfluoromethyl-6-iodo-4-(2-pyridyl)-2H-1-benzopyran, 1.17 g of potassium pentafluoropropionate, 1.18 g of copper (I) iodide, 20 ml of N,N-dimethylformamide and 7 ml of toluene was stirred at 160° C. under nitrogen gas atmosphere with heating for 3 hours while toluene was distilled off. Ether and water were added thereto and the mixture was filtered using Celite. The mother liquor was extracted with ether. The organic layer was washed with water and dried. The solvent ... Reactants: [H-].C(C)(C)[Al+]C(C)C (diisopropyl aluminum hydride), CC1(OC(C(CC#N)OCOC)C(C=C)O1)C (4,5-(Dimethylmethylenedioxy)-3-methoxymethoxy-6-heptenenitrile), S(O)(O)(=O)=O (sulfuric acid). Run in C(C)OCC (diethyl ether), C1(=CC=CC=C1)C (toluene). Reaction conditions: temperature -40 celsius, time 30 minute. Product: CC1(OC(C(CC=O)OCOC)C(C=C)O1)C (4,5-(dimethylmethylenedioxy)-3-methoxymethoxy-6-heptenal). RXN SMILES: [CH3:1][C:2]1([CH3:17])[O:16][CH:13]([CH:14]=[CH2:15])[CH:4]([CH:5]([O:9][CH2:10][O:11][CH3:12])[CH2:6][C:7]#N)[O:3]1.[H-].C([Al+]C(C)C)(C)C.S(=O)(=O)(O)[OH:27]>C1(C)C=CC=CC=1.C(OCC)C>[CH3:1][C:2]1([CH3:17])[O:16][CH:13]([CH:14]=[CH2:15])[CH:4]([CH:5]([O:9][CH2:10][O:11][CH3:12])[CH2:6][CH:7]=[O:27])[O:3]1 |f:1.2|. Reported procedure: 4,5-(Dimethylmethylenedioxy)-3-methoxymethoxy-6-heptenenitrile (159.8 mg) was dissolved in dry toluene, and 1.6 ml of 0.5N diisopropyl aluminum hydride was added at -78° C. The reaction mixture was stirred at -78° C. for 2 hours and at -40° C. for 30 minutes, and 5% dilute sulfuric acid was gradually added at 0° C. The reaction mixture was diluted with diethyl ether, and the organic layer was washed with a sodium chloride aqueous solution, dried over anhydrous magnesium sulfate, concentrated und... The reactants are C(C)(=O)NC1=NC2=NC=C(CNC3=CC=C(C(=O)OCC)C=C3)N=C2C(N1)=O (ethyl N2 -acetylpteroate), Cl (hydrochloric acid). Run in [OH-].[Na+] (sodium hydroxide). Conditions: temperature 20 celsius. The product is C(C1=CC=C(NCC2=CN=C3N=C(N)NC(=O)C3=N2)C=C1)(=O)O (pteroic acid). As a reaction SMILES: C([NH:4][C:5]1[NH:27][C:26](=[O:28])[C:25]2[C:7](=[N:8][CH:9]=[C:10]([N:24]=2)[CH2:11][NH:12][C:13]2[CH:23]=[CH:22][C:16]([C:17]([O:19]CC)=[O:18])=[CH:15][CH:14]=2)[N:6]=1)(=O)C.Cl>[OH-].[Na+]>[C:17]([OH:19])(=[O:18])[C:16]1[CH:22]=[CH:23][C:13]([NH:12][CH2:11][C:10]2[N:24]=[C:25]3[C:7]([N:6]=[C:5]([NH:27][C:26]3=[O:28])[NH2:4])=[N:8][CH:9]=2)=[CH:14][CH:15]=1 |f:2.3|. Procedure details: The ester (2.64 g) is hydrolyzed by heating with 350 ml of 0.1 N sodium hydroxide at 100° C for 30 minutes (under nitrogen and protected from light). The solution is cooled to 20° C and adjusted to pH 3 with concentrated hydrochloric acid. The precipitate is collected by centrifugation at 300 rpm. After washing twice with water and freeze drying, the product pteroic acid is obtained. Reactants: CCOC(C)=O, CO, Cc1cn(-c2ccc(N3CC(CN=[N+]=[N-])OC3=O)cc2F)nn1. Reaction SMILES: [C:24]([O:25][CH2:26][CH3:27])(=[O:28])[CH3:29].[CH3:30][OH:31].[F:1][c:2]1[cH:3][c:4]([N:14]2[C:15](=[O:23])[O:16][CH:17]([CH2:19][N:20]=[N+:21]=[N-:22])[CH2:18]2)[cH:5][cH:6][c:7]1-[n:8]1[n:9][n:10][c:11]([CH3:13])[cH:12]1>>[F:1][c:2]1[cH:3][c:4]([N:14]2[C:15](=[O:23])[O:16][CH:17]([CH2:19][NH2:20])[CH2:18]2)[cH:5][cH:6][c:7]1-[n:8]1[n:9][n:10][c:11]([CH3:13])[cH:12]1. The product is Cc1cn(-c2ccc(N3CC(CN)OC3=O)cc2F)nn1.